describe an organic reaction: reactants, conditions, products, and yield From a dataset of the Open Reaction Database (ORD), a public repository of structured organic reaction records. Starting materials: C=1C=CC2=C(C1)N=NN2O (HOBt), CCN=C=NCCCN(C)C.Cl (EDCI hydrochloride), CN1C(N(C(C2=C1N(C=C2CC(=O)O)C)=O)C)=O ((1,3,7-Trimethyl-2,4-dioxo-2,3,4,7-tetrahydro-1H-pyrrolo[2,3-d]pyrimidin-5-yl)acetic acid), CC(COC1=C(C=C(C=C1F)C=1N=C(SC1)N)F)(C)C (4-[4-(2,2-dimethylpropoxy)-3,5-difluorophenyl]-1,3-thiazol-2-amine). The reagents and catalysts are CN(C)C=1C=CN=CC1 (DMAP). Run in ClCCCl (1,2-dichloroethane). Product: FC=1C=C(C=C(C1OCC(C)(C)C)F)C=1N=C(SC1)NC(CC1=CN(C=2N(C(N(C(C21)=O)C)=O)C)C)=O (N-[4-(3,5-Difluoro-4-(2,2-dimethylprop oxy)phenyl)-1,3-thiazol-2-yl]-2-(1,3,7-trimethyl-2,4-dioxo-2,3,4,7-tetrahydro-1H-pyrrolo[2,3-d]pyrimidin-5-yl)acetamide), product. As a reaction SMILES: [CH3:1][N:2]1[C:7]2[N:8]([CH3:15])[CH:9]=[C:10]([CH2:11][C:12]([OH:14])=O)[C:6]=2[C:5](=[O:16])[N:4]([CH3:17])[C:3]1=[O:18].[CH3:19][C:20]([CH3:38])([CH3:37])[CH2:21][O:22][C:23]1[C:28]([F:29])=[CH:27][C:26]([C:30]2[N:31]=[C:32]([NH2:35])[S:33][CH:34]=2)=[CH:25][C:24]=1[F:36].CCN=C=NCCCN(C)C.Cl.C1C=CC2N(O)N=NC=2C=1>CN(C1C=CN=CC=1)C.ClCCCl>[F:36][C:24]1[CH:25]=[C:26]([C:30]2[N:31]=[C:32]([NH:35][C:12](=[O:14])[CH2:11][C:10]3[C:6]4[C:5](=[O:16])[N:4]([CH3:17])[C:3](=[O:18])[N:2]([CH3:1])[C:7]=4[N:8]([CH3:15])[CH:9]=3)[S:33][CH:34]=2)[CH:27]=[C:28]([F:29])[C:23]=1[O:22][CH2:21][C:20]([CH3:38])([CH3:37])[CH3:19] |f:2.3|. Procedure: The title compound was prepared according to the general procedure (Method B) by coupling Intermediate 7 (100 mg, 0.398 mmol) with 4-[4-(2,2-dimethylpropoxy)-3,5-difluorophenyl]-1,3-thiazol-2-amine (118 mg, 0.398 mmol) in the presence of EDCI hydrochloride (91 mg, 0.475 mmol), HOBt (16 mg, 0.118 mmol) and DMAP (4 mg, 0.032 mmol) in 1,2-dichloroethane (5 mL) to give 40 mg of the product as an off white solid; 1H-NMR (δ ppm, DMSO-d6, 300 MHz) 1.01 (s, 9H), 3.21 (s, 3H), 3.73 (s, 3H), 3.80 (s, 5H),... Starting materials: COC1=C(C(=NC=C1C)CSC1=NC2=C(N1)C=C1C(C(C(C1=C2)(C)C)=O)(C)C)C (5,7-dihydro-2-[[(4-methoxy-3,5-dimethyl-2-pyridyl)methyl]thio]-5,5,7,7-tetramethyli ndeno[5,6-d]imidazol-6(lH)-one), CO[NH3+].[Cl-] (0-methylhydroxylamine hydrochloride). The solvent is CO (methanol). Yields the product CON=C1C(C2=CC3=C(NC(=N3)SCC3=NC=C(C(=C3C)OC)C)C=C2C1(C)C)(C)C (5,7-dihydro-2-[[(4- methoxy-3,5-dimethyl -2-pyridyl)methyl]thio]-5,5,7,7-tetramethylindeno[5,6-d]imidazol-6(lH)-one O-methyl oxime). RXN SMILES: [CH3:1][O:2][C:3]1[C:8]([CH3:9])=[CH:7][N:6]=[C:5]([CH2:10][S:11][C:12]2[NH:16][C:15]3[CH:17]=[C:18]4[C:22](=[CH:23][C:14]=3[N:13]=2)[C:21]([CH3:25])([CH3:24])[C:20](=O)[C:19]4([CH3:28])[CH3:27])[C:4]=1[CH3:29].[CH3:30][O:31][NH3+:32].[Cl-]>CO>[CH3:30][O:31][N:32]=[C:20]1[C:21]([CH3:25])([CH3:24])[C:22]2[C:18](=[CH:17][C:15]3[N:16]=[C:12]([S:11][CH2:10][C:5]4[C:4]([CH3:29])=[C:3]([O:2][CH3:1])[C:8]([CH3:9])=[CH:7][N:6]=4)[NH:13][C:14]=3[CH:23]=2)[C:19]1([CH3:28])[CH3:27] |f:1.2|. Procedure details: 5 g of 5,7-dihydro-2-[[(4-methoxy-3,5-dimethyl-2-pyridyl)methyl]thio]-5,5,7,7-tetramethyli ndeno[5,6-d]imidazol-6(lH)-one and 40 g of 0-methylhydroxylamine hydrochloride in 250 ml of methanol were boiled at reflux for 16 hours under argon. After removing the solvent in vacuo the residue was partitioned between methylene chloride and water and the aqueous phase was extracted three times with methylene chloride. The combined organic extracts were made neutral with saturated sodium bicarbonate solu... The reactants are O=C1NCCC1 (2-oxopyrrolidine), ClCCN=C=O (chloroethyl isocyanate). Run in C1(=CC=CC=C1)C.C(C)(=O)OCC (toluene ethyl acetate). Reaction conditions: time 8 hour. The product is ClCCNC(=O)N1C(CCC1)=O (1-(2-Chloroethylcarbamoyl)-2-oxopyrrolidine). Yield: 88.6%. Reaction SMILES: [O:1]=[C:2]1[CH2:6][CH2:5][CH2:4][NH:3]1.[Cl:7][CH2:8][CH2:9][N:10]=[C:11]=[O:12]>C1(C)C=CC=CC=1.C(OCC)(=O)C>[Cl:7][CH2:8][CH2:9][NH:10][C:11]([N:3]1[CH2:4][CH2:5][CH2:6][C:2]1=[O:1])=[O:12] |f:2.3|. Procedure: A mixture of 65.1 g (765 mmol) of 2-oxopyrrolidine and 67.3 g (638 mmol) of chloroethyl isocyanate was heated with stirring at 95°-105° C. overnight. After cooling, the reaction solution was refined by silica gel chromatography. The resulting compound obtained from the eluate with toluene-ethyl acetate (20/1-10/1 v/v) was recrystallized from CH2Cl2 -ether-n-hexane, whereby 107.7 g of the objective compound 1-(2-chloroethylcarbamoyl)-2-oxopyrrolidine (III-1) melting at 66.5°-67.5° C. was obtained... The reactants are FC(C(CC(=O)C1=CC=C(C=C1)SC)=O)F (4,4-difluoro-1-[4-(methylthio)phenyl]-butane-1,3-dione), Cl.COC1=CC=C(C=C1)NN (4-methoxyphenylhydrazine hydrochloride). Solvent: C(C)(=O)O (acetic acid). Run at temperature 100 celsius, time 1 hour. Yields the product FC(C1=NN(C(=C1)C1=CC=C(C=C1)SC)C1=CC=C(C=C1)OC)F (3-(difluoromethyl)-1-(4-methoxyphenyl)-5-[4-(methylthio)phenyl]pyrazole). The yield is 73.5%. RXN SMILES: [F:1][CH:2]([F:16])[C:3](=O)[CH2:4][C:5]([C:7]1[CH:12]=[CH:11][C:10]([S:13][CH3:14])=[CH:9][CH:8]=1)=O.Cl.[CH3:18][O:19][C:20]1[CH:25]=[CH:24][C:23]([NH:26][NH2:27])=[CH:22][CH:21]=1>C(O)(=O)C>[F:1][CH:2]([F:16])[C:3]1[CH:4]=[C:5]([C:7]2[CH:12]=[CH:11][C:10]([S:13][CH3:14])=[CH:9][CH:8]=2)[N:26]([C:23]2[CH:24]=[CH:25][C:20]([O:19][CH3:18])=[CH:21][CH:22]=2)[N:27]=1 |f:1.2|. Procedure details: A mixture of 4,4-difluoro-1-[4-(methylthio)phenyl]-butane-1,3-dione (2.4 g) and 4-methoxyphenylhydrazine hydrochloride (1.9 g) in acetic acid (10 ml) was stirred at 100° C. for 1 hour. The solvent was evaporated and the residue was purified by column chromatography on silica gel (30 g) eluting with toluene. The purified oily product was crystallized from ethanol to give crystals of 3-(difluoromethyl)-1-(4-methoxyphenyl)-5-[4-(methylthio)phenyl]pyrazole (2.5 g). Starting materials: FC1=CC=C(C2=CC=CC=C12)S(=O)(=O)Cl (4-fluoro-naphthalene-1-sulfonyl chloride), ClS(=O)(=O)O (Chlorosulfonic acid), FC1=C2CCCCC2=CC=C1 (5-Fluoro-1,2,3,4-tetrahydro-naphthalene), ice. The solvent is ClCCl (dichloromethane). Conditions: time 30 minute. Product: FC1=CC=C(C=2CCCCC12)S(=O)(=O)Cl (4-fluoro-5,6,7,8-tetrahydro-naphthalene-1-sulfonyl chloride). As a reaction SMILES: [F:1][C:2]1[C:11]2[C:6](=[CH:7][CH:8]=[CH:9][CH:10]=2)[C:5]([S:12]([Cl:15])(=[O:14])=[O:13])=[CH:4][CH:3]=1.ClS(O)(=O)=O.FC1C=CC=C2C=1CCCC2>ClCCl>[F:1][C:2]1[C:11]2[CH2:10][CH2:9][CH2:8][CH2:7][C:6]=2[C:5]([S:12]([Cl:15])(=[O:13])=[O:14])=[CH:4][CH:3]=1. Reported procedure: The compound was prepared according to Scheme 10 in a similar manner to the method for preparing 4-fluoro-naphthalene-1-sulfonyl chloride. Chlorosulfonic acid (2.65 g, 1.5 mL, 22.7 mmol) was stirred in a round-bottom flask cooled by a water bath at room temperature. 5-Fluoro-1,2,3,4-tetrahydro-naphthalene (0.62 g, 4.13 mmol) was added dropwise and the dark mixture was stirred for 30 minutes until gas evolution ceased. The reaction mixture was poured carefully over a mixture of ice (75 g) and dic... The reactants are CC(=O)c1ccncc1, CC(=O)c1cccnc1. Product: CC(O)c1ccncc1. Reaction SMILES: [C:10]([CH3:11])(=[O:12])[c:13]1[cH:14][cH:15][n:16][cH:17][cH:18]1.[C:1]([c:2]1[cH:3][n:4][cH:5][cH:6][cH:7]1)(=[O:8])[CH3:9]>>[CH:10]([CH3:11])([OH:12])[c:13]1[cH:14][cH:15][n:16][cH:17][cH:18]1. The reactants are CCCCC1C(C(CCC(CCCC(CCCC(/C(=C/C(C(CC(CC(CC(CC(CCCC/C(=C/C(C(OC1=O)C(C)C(CCCNC(=N)N)O)C)/C)O)O)O)O)O)O[C@@H]2[C@H]([C@@H]([C@H](O2)CO)O)O)/C)O)O)O)C)O.S(=O)(=O)([O-])[O-] (primycin sulfate), 0.087, C([O-])([O-])=O.[Ba+2] (barium carbonate), C(C(=O)O)(=O)O (oxalic acid). Run in CO (methanol), CO (methanol). Conditions: time 20 minute. Product: CCCCC1C(C(CCC(CCCC(CCCC(/C(=C/C(C(CC(CC(CC(CC(CCCC/C(=C/C(C(OC1=O)C(C)C(CCCNC(=N)N)O)C)/C)O)O)O)O)O)O[C@@H]2[C@H]([C@@H]([C@H](O2)CO)O)O)/C)O)O)O)C)O.C(C(=O)[O-])(=O)[O-] (primycin oxalate). The yield is 179.6%. As a reaction SMILES: C(=O)([O-])[O-].[Ba+2].[C:6]([OH:11])(=[O:10])[C:7]([OH:9])=[O:8].[CH3:12][CH2:13][CH2:14][CH2:15][CH:16]1[C:51](=[O:52])[O:50][CH:49]([CH:53]([CH:55]([OH:63])[CH2:56][CH2:57][CH2:58][NH:59][C:60]([NH2:62])=[NH:61])[CH3:54])[CH:48]([CH3:64])[CH:47]=[C:46]([CH3:65])[CH2:45][CH2:44][CH2:43][CH2:42][CH:41]([OH:66])[CH2:40][CH:39]([OH:67])[CH2:38][CH:37]([OH:68])[CH2:36][CH:35]([OH:69])[CH2:34][CH:33]([OH:70])[CH:32]([O:71][C@H:72]2[O:76][C@H:75]([CH2:77][OH:78])[C@@H:74]([OH:79])[C@@H:73]2[OH:80])[CH:31]=[C:30]([CH3:81])[CH:29]([OH:82])[CH2:28][CH2:27][CH2:26][CH:25]([OH:83])[CH2:24][CH2:23][CH2:22][CH:21]([OH:84])[CH2:20][CH2:19][CH:18]([CH3:85])[CH:17]1[OH:86].S([O-])([O-])(=O)=O>CO>[CH3:12][CH2:13][CH2:14][CH2:15][CH:16]1[C:51](=[O:52])[O:50][CH:49]([CH:53]([CH:55]([OH:63])[CH2:56][CH2:57][CH2:58][NH:59][C:60]([NH2:62])=[NH:61])[CH3:54])[CH:48]([CH3:64])[CH:47]=[C:46]([CH3:65])[CH2:45][CH2:44][CH2:43][CH2:42][CH:41]([OH:66])[CH2:40][CH:39]([OH:67])[CH2:38][CH:37]([OH:68])[CH2:36][CH:35]([OH:69])[CH2:34][CH:33]([OH:70])[CH:32]([O:71][C@H:72]2[O:76][C@H:75]([CH2:77][OH:78])[C@@H:74]([OH:79])[C@@H:73]2[OH:80])[CH:31]=[C:30]([CH3:81])[CH:29]([OH:82])[CH2:28][CH2:27][CH2:26][CH:25]([OH:83])[CH2:24][CH2:23][CH2:22][CH:21]([OH:84])[CH2:20][CH2:19][CH:18]([CH3:85])[CH:17]1[OH:86].[C:6]([O-:11])(=[O:10])[C:7]([O-:9])=[O:8] |f:0.1,3.4,6.7|. Procedure details: 0.087 (0.444 millimoles) of barium carbonate are suspended in 15 ml of methanol whereupon 0.04 g (0.444 millimoles) of oxalic acid are added. The suspension thus obtained is heated to boiling until all the solid is dissolved (about 10 minutes). The solvent is removed in vacuo. The residue is added to a solution of 1.0 g (0.887 millimoles) of primycin sulfate and 80 ml of methanol and the reaction mixture is heated to boiling for 20 minutes under constant stirring. The precipitated barium sulfate... The reactants are N(=NC(=O)OCC)C(=O)OCC (diethyl azodicarboxylate), OC=1C=C(C=C(C1)C)OS(=O)(=O)C1=CC(=CC=C1)C(F)(F)F (3-trifluoromethylbenzenesulfonic acid 3-hydroxy-5-methylphenyl ester), C(C)(C)(C)OC(=O)N1CCC(CC1)CO (N-(tert-butoxycarbonyl)-4-piperidinemethanol), C1(=CC=CC=C1)P(C1=CC=CC=C1)C1=CC=CC=C1 (triphenylphosphine). Run in O1CCCC1 (tetrahydrofuran), O (Water). Conditions: temperature 0 celsius, time 3 hour. Product: C(C)(C)(C)OC(=O)N1CCC(CC1)COC=1C=C(C=C(C1)C)OS(=O)(=O)C1=CC(=CC=C1)C(F)(F)F (3-Trifluoromethylbenzenesulfonic acid 3-[[N-(tert-butoxycarbony)piperidin-4-yl]methoxy]-5-methylphenyl ester). Yield: 70.8%. As a reaction SMILES: [OH:1][C:2]1[CH:3]=[C:4]([O:9][S:10]([C:13]2[CH:18]=[CH:17][CH:16]=[C:15]([C:19]([F:22])([F:21])[F:20])[CH:14]=2)(=[O:12])=[O:11])[CH:5]=[C:6]([CH3:8])[CH:7]=1.[C:23]([O:27][C:28]([N:30]1[CH2:35][CH2:34][CH:33]([CH2:36]O)[CH2:32][CH2:31]1)=[O:29])([CH3:26])([CH3:25])[CH3:24].C1(P(C2C=CC=CC=2)C2C=CC=CC=2)C=CC=CC=1.N(C(OCC)=O)=NC(OCC)=O>O1CCCC1.O>[C:23]([O:27][C:28]([N:30]1[CH2:35][CH2:34][CH:33]([CH2:36][O:1][C:2]2[CH:3]=[C:4]([O:9][S:10]([C:13]3[CH:18]=[CH:17][CH:16]=[C:15]([C:19]([F:22])([F:20])[F:21])[CH:14]=3)(=[O:12])=[O:11])[CH:5]=[C:6]([CH3:8])[CH:7]=2)[CH2:32][CH2:31]1)=[O:29])([CH3:26])([CH3:24])[CH3:25]. Procedure: A solution of 3-trifluoromethylbenzenesulfonic acid 3-hydroxy-5-methylphenyl ester (332 mg, 1.0 mmol), as prepared in the preceding step, N-(tert-butoxycarbonyl)-4-piperidinemethanol (215 mg, 1.0 mmol), as prepared in step f of Example 1, and triphenylphosphine (263 mg, 1.0 mmol) in tetrahydrofuran (10 mL at 0° C. was treated with diethyl azodicarboxylate (175 mg, 1.0 mmol). The reaction mixture was stirred at 0° C. for 2 h and at room temperature for 3 h. Water (50 mL) was added. The reaction m... Reactants: COC(=O)CBr, COc1ccc(C(=O)NCc2cccc(C(=O)Nc3ccc4c(c3)CNCC4)c2)cc1OC, [K+], [K+], O=C([O-])[O-], CN(C)C=O. Yields the product COC(=O)CN1CCc2ccc(NC(=O)c3cccc(CNC(=O)c4ccc(OC)c(OC)c4)c3)cc2C1. As a reaction SMILES: [Br:34][CH2:35][C:36](=[O:37])[O:38][CH3:39].[CH3:1][O:2][c:3]1[cH:4][c:5]([C:6](=[O:7])[NH:8][CH2:9][c:10]2[cH:11][c:12]([C:16]([NH:17][c:18]3[cH:19][cH:20][c:21]4[c:26]([cH:27]3)[CH2:25][NH:24][CH2:23][CH2:22]4)=[O:28])[cH:13][cH:14][cH:15]2)[cH:29][cH:30][c:31]1[O:32][CH3:33].[K+:40].[K+:41].[O-:42][C:43]([O-:44])=[O:45].[O:46]=[CH:47][N:48]([CH3:49])[CH3:50]>>[CH3:1][O:2][c:3]1[cH:4][c:5]([C:6](=[O:7])[NH:8][CH2:9][c:10]2[cH:11][c:12]([C:16]([NH:17][c:18]3[cH:19][cH:20][c:21]4[c:26]([cH:27]3)[CH2:25][N:24]([CH2:35][C:36](=[O:37])[O:38][CH3:39])[CH2:23][CH2:22]4)=[O:28])[cH:13][cH:14][cH:15]2)[cH:29][cH:30][c:31]1[O:32][CH3:33].